Dataset: the Open Reaction Database (ORD), a public repository of structured organic reaction records. Task: describe an organic reaction: reactants, conditions, products, and yield Starting materials: N([C@@H](CC1=CC=C(C=C1)O)C(=O)O)C(=O)OC(C)(C)C (BocTyrOH), CI (methyl iodide), C1CCOC1 (THF), [H-].[Na+] (sodium hydride). Run at temperature 0 celsius, time 1 hour. Yields the product C(C)(C)(C)OC(=O)N([C@@H](CC1=CC=C(C=C1)OC)C(=O)O)C (N-tert-Butoxycarbonyl-N,O-dimethyltyrosine). Yield: 90.0%. As a reaction SMILES: [NH:1]([C:14]([O:16][C:17]([CH3:20])([CH3:19])[CH3:18])=[O:15])[C@H:2]([C:11]([OH:13])=[O:12])[CH2:3][C:4]1[CH:9]=[CH:8]C(O)=CC=1.[CH3:21]I.[H-].[Na+].[CH2:25]1[CH2:29][O:28][CH2:27][CH2:26]1>>[C:17]([O:16][C:14]([N:1]([CH3:21])[C@H:2]([C:11]([OH:13])=[O:12])[CH2:3][C:4]1[CH:26]=[CH:25][C:29]([O:28][CH3:27])=[CH:8][CH:9]=1)=[O:15])([CH3:18])([CH3:19])[CH3:20] |f:2.3|. Procedure details: A solution of BocTyrOH (5.30 g, 18.8 mmol) and methyl iodide (2.57 mL, 41.4 mmol) in 80 mL of dry THF was cooled at 0° C. and sodium hydride (60% dispersion, 2.47 g, 62.0 mmol) was added. The reaction was allowed to stir at 0° C. for 1 hour, then at rt overnight. Excess sodium hydride was quenched by the dropwise addition of 10 mL of THF/H2O (1:1) and the solvents were removed in vacuo. After removal of the solvents, the deep orange gel was diluted with 30 mL of water and washed with pentane (2×... Reactants: CI, COC(=O)C1CCCC(OC)C1, [NH4+], C1CCOC1, O. The product is COC(=O)C1(C)CCCC(OC)C1. As a reaction SMILES: [CH3:13][I:14].[CH3:1][O:2][CH:3]1[CH2:4][CH:5]([C:9](=[O:10])[O:11][CH3:12])[CH2:6][CH2:7][CH2:8]1.[NH4+:15].[O:17]1[CH2:18][CH2:19][CH2:20][CH2:21]1.[OH2:16]>>[CH3:1][O:2][CH:3]1[CH2:4][C:5]([C:9](=[O:10])[O:11][CH3:12])([CH3:13])[CH2:6][CH2:7][CH2:8]1. Reactants: Cc1c(Br)c(F)c2oc(C3CC3)nc2c1C#N, CC(C)(C)C1=C(O)C(C)(C(C)(C)C)CC=C1, CCCC[Sn](CCCC)(CCCC)c1ccco1, Cl[Pd]Cl, c1ccc(P(c2ccccc2)c2ccccc2)cc1, c1ccc(P(c2ccccc2)c2ccccc2)cc1, c1ccccc1. The product is Cc1c(-c2ccco2)c(F)c2oc(C3CC3)nc2c1C#N. RXN SMILES: [Br:1][c:2]1[c:3]([F:17])[c:4]2[c:5]([n:6][c:7]([CH:9]3[CH2:10][CH2:11]3)[o:8]2)[c:12]([C:15]#[N:16])[c:13]1[CH3:14].[C:36]([C:37]1([CH3:38])[C:39]([OH:40])=[C:41]([C:42]([CH3:43])([CH3:44])[CH3:45])[CH:46]=[CH:47][CH2:48]1)([CH3:49])([CH3:50])[CH3:51].[CH2:18]([Sn:19]([CH2:20][CH2:21][CH2:22][CH3:28])([c:23]1[o:24][cH:25][cH:26][cH:27]1)[CH2:29][CH2:30][CH2:31][CH3:32])[CH2:33][CH2:34][CH3:35].[Pd:58]([Cl:59])[Cl:60].[c:61]1([P:62]([c:63]2[cH:64][cH:65][cH:66][cH:67][cH:68]2)[c:69]2[cH:70][cH:71][cH:72][cH:73][cH:74]2)[cH:75][cH:76][cH:77][cH:78][cH:79]1.[c:80]1([P:81]([c:82]2[cH:83][cH:84][cH:85][cH:86][cH:87]2)[c:88]2[cH:89][cH:90][cH:91][cH:92][cH:93]2)[cH:94][cH:95][cH:96][cH:97][cH:98]1.[cH:52]1[cH:53][cH:54][cH:55][cH:56][cH:57]1>>[c:2]1(-[c:23]2[o:24][cH:25][cH:26][cH:27]2)[c:3]([F:17])[c:4]2[c:5]([n:6][c:7]([CH:9]3[CH2:10][CH2:11]3)[o:8]2)[c:12]([C:15]#[N:16])[c:13]1[CH3:14]. The reactants are C1CCOC1, COB1OC(C)(C)C(C)(C)O1, CC(C)[Mg+], [Cl-], [Cl-], Cc1c(I)cnn1CC(O)CO, [NH4+]. The product is Cc1c(B2OC(C)(C)C(C)(C)O2)cnn1CC(O)CO. Reaction SMILES: [CH2:13]1[O:14][CH2:15][CH2:16][CH2:17]1.[CH3:23][O:24][B:25]1[O:26][C:27]([CH3:32])([CH3:33])[C:28]([CH3:30])([CH3:31])[O:29]1.[CH:19]([Mg+:20])([CH3:21])[CH3:22].[Cl-:18].[Cl-:34].[I:1][c:2]1[cH:3][n:4][n:5]([CH2:8][CH:9]([CH2:10][OH:11])[OH:12])[c:6]1[CH3:7].[NH4+:35]>>[c:2]1([B:25]2[O:26][C:27]([CH3:32])([CH3:33])[C:28]([CH3:30])([CH3:31])[O:29]2)[cH:3][n:4][n:5]([CH2:8][CH:9]([CH2:10][OH:11])[OH:12])[c:6]1[CH3:7]. The reactants are 7.02, C[C@@H](C1=CC=CC=C1)N ((S)-(-)-α-methylbenzylamine), C(C)(=O)OC1=C(C(=C(C(=C1C)C)OC(C)=O)C)CCC(C)(C#C)OC(=O)C=1C(=CC=CC1)C(=O)O (rac-1,2-benzenedicarboxylic acid [3-[2,5-bis(acetyloxy)-3,4,6-trimethylphenyl]-1-ethynyl-1-methylpropyl]ester). The solvent is C(C)OCC (diethylether), C(C)O (ethanol). Reaction conditions: temperature 25 celsius, time 0.5 hour. The product is C(C)(=O)OC1=C(C(=C(C(=C1C)C)OC(C)=O)C)CC[C@@](C)(C#C)OC(=O)C=1C(=CC=CC1)C(=O)O.C[C@H](N)C1=CC=CC=C1 ((S)-1,2-Benzenedicarboxylic acid[3-[2,5-bis(acetyloxy)-3,4,6-trimethylphenyl]-1-ethynyl-1-methylpropyl]ester (S)-α-methylbenzenemethanamine). As a reaction SMILES: [C:1]([O:4][C:5]1[C:10]([CH3:11])=[C:9]([CH3:12])[C:8]([O:13][C:14](=[O:16])[CH3:15])=[C:7]([CH3:17])[C:6]=1[CH2:18][CH2:19][C:20]([O:24][C:25]([C:27]1[C:28]([C:33]([OH:35])=[O:34])=[CH:29][CH:30]=[CH:31][CH:32]=1)=[O:26])([C:22]#[CH:23])[CH3:21])(=[O:3])[CH3:2].[CH3:36][C@H:37]([NH2:44])[C:38]1[CH:43]=[CH:42][CH:41]=[CH:40][CH:39]=1>C(O)C.C(OCC)C>[C:1]([O:4][C:5]1[C:10]([CH3:11])=[C:9]([CH3:12])[C:8]([O:13][C:14](=[O:16])[CH3:15])=[C:7]([CH3:17])[C:6]=1[CH2:18][CH2:19][C@:20]([O:24][C:25]([C:27]1[C:28]([C:33]([OH:35])=[O:34])=[CH:29][CH:30]=[CH:31][CH:32]=1)=[O:26])([C:22]#[CH:23])[CH3:21])(=[O:3])[CH3:2].[CH3:36][C@@H:37]([C:38]1[CH:43]=[CH:42][CH:41]=[CH:40][CH:39]=1)[NH2:44] |f:4.5|. Reported procedure: To a solution of 27.00 g (0.056 mol) of rac-1,2-benzenedicarboxylic acid [3-[2,5-bis(acetyloxy)-3,4,6-trimethylphenyl]-1-ethynyl-1-methylpropyl]ester in 50 mL of 95% ethanol was added, with stirring 7.02 (0.058 mol) of (S)-(-)-α-methylbenzylamine in 250 mL of diethylether. The resulting solution was stirred at 25° C. for 0.5 h, then cooled in an ice bath until crystallization occured. It was further stirred at 0° C. for 0.5 h and the crystals were collected and air dried to give 16 g of white so... The reactants are CC(CC)N(CCC(=O)Cl)C(NOCCCl)=O (N-(1-methylpropyl)-β-chloroethoxycarbamyl-β-alaninyl chloride), 7, O=S(Cl)Cl (SOCl2), C(C)(CC)N (sec-butylamine), N1=CC=CC=C1 (pyridine), C(=O)=O.CC(=O)C (dry ice acetone). Run in C(Cl)(Cl)Cl (CHCl3), C(Cl)(Cl)Cl (CHCl3). Conditions: time 16 hour. Yields the product CC(CC)NC(CCNC(NOCCCl)=O)=O (N-(1-Methylproply)-β-chloroethoxycarbamyl-β-alanine Amide). Yield: 58.0%. As a reaction SMILES: CC([N:5]([C:11](=[O:17])[NH:12][O:13][CH2:14][CH2:15][Cl:16])[CH2:6][CH2:7][C:8](Cl)=[O:9])CC.O=S(Cl)Cl.[CH:22]([NH2:26])([CH2:24][CH3:25])[CH3:23].N1C=CC=CC=1.C(=O)=O.CC(C)=O>C(Cl)(Cl)Cl>[CH3:23][CH:22]([NH:26][C:8](=[O:9])[CH2:7][CH2:6][NH:5][C:11](=[O:17])[NH:12][O:13][CH2:14][CH2:15][Cl:16])[CH2:24][CH3:25] |f:4.5|. Procedure details: A solution of N-(1-methylpropyl)-β-chloroethoxycarbamyl-β-alaninyl chloride [prepared from 9.8 g (0.05 mol) of 7 and 10 mL of SOCl2 as described earlier]in 20 ML of CHCl3 was added to a solution of 4 g (0.055 mol) of sec-butylamine and 4.4 g (0.055 mol) of pyridine in 50 mL of CHCl3 at dry ice-acetone temperature. After 16 h the reaction mixture was worked up as described earlier to give 7.05 g (58%) of 51: mp 97°-98° C.; 1H NMR (CDCl3) δ 0.89 (t, 3, CH2CH3), 1.12 (d, 3, CHCH3), 1.45 (m, 2, CH2C... Reactants: CC1=NN=C(O1)C1=CC2=C(O1)C=CC=C2OCCCCl (5-Methyl-2-(4-(3-chloropropyloxy)benzo(b)furan-2-yl)-1,3,4-oxadiazole), C1OC=2C=C(C=CC2O1)C1CCNCC1 (4-(3,4-methylenedioxyphenyl)piperidine), C([O-])([O-])=O.[K+].[K+] (potassium carbonate), [I-].[K+] (potassium iodide). Run in CN(C)C=O.C1(=CC=CC=C1)C (DMF toluene), O (water). Conditions: temperature 80 celsius. Product: CC1=NN=C(O1)C1=CC2=C(O1)C=CC=C2OCCCN2CCC(CC2)C2=CC1=C(C=C2)OCO1 (5-methyl-2-(4-(3-(4-(3,4-methylenedioxyphenyl)piperidino)propyloxy)benzo(b)furan-2-yl)-1,3,4-oxadiazole). The yield is 62.9%. RXN SMILES: [CH3:1][C:2]1[O:6][C:5]([C:7]2[O:11][C:10]3[CH:12]=[CH:13][CH:14]=[C:15]([O:16][CH2:17][CH2:18][CH2:19]Cl)[C:9]=3[CH:8]=2)=[N:4][N:3]=1.[CH2:21]1[O:29][C:28]2[CH:27]=[CH:26][C:25]([CH:30]3[CH2:35][CH2:34][NH:33][CH2:32][CH2:31]3)=[CH:24][C:23]=2[O:22]1.C(=O)([O-])[O-].[K+].[K+].[I-].[K+]>CN(C=O)C.C1(C)C=CC=CC=1.O>[CH3:1][C:2]1[O:6][C:5]([C:7]2[O:11][C:10]3[CH:12]=[CH:13][CH:14]=[C:15]([O:16][CH2:17][CH2:18][CH2:19][N:33]4[CH2:32][CH2:31][CH:30]([C:25]5[CH:26]=[CH:27][C:28]6[O:29][CH2:21][O:22][C:23]=6[CH:24]=5)[CH2:35][CH2:34]4)[C:9]=3[CH:8]=2)=[N:4][N:3]=1 |f:2.3.4,5.6,7.8|. Procedure details: 5-Methyl-2-(4-(3-chloropropyloxy)benzo(b)furan-2-yl)-1,3,4-oxadiazole (1.0 g), 4-(3,4-methylenedioxyphenyl)piperidine (0.7 g), potassium carbonate (1.5 g) and potassium iodide (1.0 g) were dissolved in a mixed solvent (50 ml) of DMF-toluene (2:1) and the solution was stirred with refluxing under heating at 80° C. for 4 hr. The reaction mixture was poured into water, extracted with ethyl acetate and dried. The solvent was evaporated under reduced pressure and the residue was purified by silica ge... Reactants: BrC=1C=CC2=C(C(CO2)(C)C)C1 (5-Bromo-2,3-dihydro-3,3-dimethylbenzofuran), cuprous cyanide, CN(C=O)C (dimethyl formamide). The product is C(#N)C=1C=CC2=C(C(CO2)(C)C)C1 (5-Cyano-2,3-dihydro-3,3-dimethylbenzofuran). RXN SMILES: Br[C:2]1[CH:3]=[CH:4][C:5]2[O:9][CH2:8][C:7]([CH3:11])([CH3:10])[C:6]=2[CH:12]=1.[CH3:13][N:14](C)C=O>>[C:13]([C:2]1[CH:3]=[CH:4][C:5]2[O:9][CH2:8][C:7]([CH3:11])([CH3:10])[C:6]=2[CH:12]=1)#[N:14]. Procedure details: 5-Bromo-2,3-dihydro-3,3-dimethylbenzofuran (15 g, 0.066 mole) was heated under reflux with cuprous cyanide (7.2 g. 0.08 mole) in dimethyl formamide (15 ml) as in Example 2. Work up yielded, after recrystallisation from petroleum ether (bp 60°-80° C.) with charcoaling, 5.7 g of product, mp 72°-75° C.